From a dataset of the Open Reaction Database (ORD), a public repository of structured organic reaction records. describe an organic reaction: reactants, conditions, products, and yield Reactants: CS(=O)(=O)C1=NC(=CC(=N1)C1=CC=C(C=C1)S(=O)(=O)C)C(F)(F)F (2-(methylsulfonyl)-4-[4-(methylsulfonyl)phenyl]-6-(trifluoromethyl)pyrimidine), N (ammonia). Solvent: C(C)#N (acetonitrile). Conditions: time 18 hour. The product is CS(=O)(=O)C1=CC=C(C=C1)C1=NC(=NC(=C1)C(F)(F)F)N (4-[4-(methylsulfonyl)phenyl]-6-(trifluoromethyl)pyrimidin-2-amine). RXN SMILES: CS([C:5]1[N:10]=[C:9]([C:11]2[CH:16]=[CH:15][C:14]([S:17]([CH3:20])(=[O:19])=[O:18])=[CH:13][CH:12]=2)[CH:8]=[C:7]([C:21]([F:24])([F:23])[F:22])[N:6]=1)(=O)=O.[NH3:25]>C(#N)C>[CH3:20][S:17]([C:14]1[CH:15]=[CH:16][C:11]([C:9]2[CH:8]=[C:7]([C:21]([F:24])([F:23])[F:22])[N:6]=[C:5]([NH2:25])[N:10]=2)=[CH:12][CH:13]=1)(=[O:19])=[O:18]. Procedure: A solution of 2-(methylsulfonyl)-4-[4-(methylsulfonyl)phenyl]-6-(trifluoromethyl)pyrimidine (2 g, 5.258 mmol) in acetonitrile (30 ml) was treated with 0.880 ammonia (6 ml) dropwise. The resulting mixture was then stirred at 20 C. for 18 h. This gave the title compound as a colourless precipitate which was collected by filtration and dried (1.53 g) Starting materials: CC(C)=O, [Na+], C=C(C)C(C(=O)OCC(=O)c1ccc(Br)cc1)N1C(=O)C(NC(=O)COc2ccccc2)C1SSc1nc2ccc(C)cc2s1, O, Cc1ccc2nc(OS(=O)(=S)c3ccccc3)sc2c1, O=S([O-])c1ccccc1. The product is C=C(C)C(C(=O)OCC(=O)c1ccc(Br)cc1)N1C(=O)C(NC(=O)COc2ccccc2)C1SS(=O)(=O)c1ccccc1. As a reaction SMILES: [CH3:77][C:78](=[O:79])[CH3:80].[Na+:76].[O:1]([c:2]1[cH:3][cH:4][cH:5][cH:6][cH:7]1)[CH2:8][C:9](=[O:10])[NH:11][CH:12]1[C:13](=[O:45])[N:14]([CH:28]([C:29](=[O:30])[O:31][CH2:32][C:33](=[O:34])[c:35]2[cH:36][cH:37][c:38]([Br:41])[cH:39][cH:40]2)[C:42](=[CH2:43])[CH3:44])[CH:15]1[S:16][S:17][c:18]1[s:19][c:20]2[cH:21][c:22]([CH3:23])[cH:24][cH:25][c:26]2[n:27]1.[OH2:66].[c:46]1([S:52](=[O:53])([O:54][c:55]2[s:56][c:57]3[cH:58][c:59]([CH3:60])[cH:61][cH:62][c:63]3[n:64]2)=[S:65])[cH:47][cH:48][cH:49][cH:50][cH:51]1.[c:67]1([S:68]([O-:69])=[O:70])[cH:71][cH:72][cH:73][cH:74][cH:75]1>>[O:1]([c:2]1[cH:3][cH:4][cH:5][cH:6][cH:7]1)[CH2:8][C:9](=[O:10])[NH:11][CH:12]1[C:13](=[O:45])[N:14]([CH:28]([C:29](=[O:30])[O:31][CH2:32][C:33](=[O:34])[c:35]2[cH:36][cH:37][c:38]([Br:41])[cH:39][cH:40]2)[C:42](=[CH2:43])[CH3:44])[CH:15]1[S:54][S:52]([c:46]1[cH:47][cH:48][cH:49][cH:50][cH:51]1)(=[O:53])=[O:65]. Starting materials: [O-]S(=O)S(=O)[O-].[Na+].[Na+] (Na2S2O4), ClC1=NC2=CC=CC=C2C(=C1[N+](=O)[O-])NCCNC(OC(C)(C)C)=O (tert-butyl 2-[(2-chloro-3-nitroquinolin-4-yl)amino]ethylcarbamate). Run in O (water). Product: NC=1C(=NC2=CC=CC=C2C1NCCNC(OC(C)(C)C)=O)Cl (tert-butyl 2-[(3-amino-2-chloroquinolin-4-yl)amino]ethylcarbamate). Yield: 62.9%. Reaction SMILES: [O-]S(S([O-])=O)=O.[Na+].[Na+].[Cl:9][C:10]1[C:19]([N+:20]([O-])=O)=[C:18]([NH:23][CH2:24][CH2:25][NH:26][C:27](=[O:33])[O:28][C:29]([CH3:32])([CH3:31])[CH3:30])[C:17]2[C:12](=[CH:13][CH:14]=[CH:15][CH:16]=2)[N:11]=1>O>[NH2:20][C:19]1[C:10]([Cl:9])=[N:11][C:12]2[C:17]([C:18]=1[NH:23][CH2:24][CH2:25][NH:26][C:27](=[O:33])[O:28][C:29]([CH3:30])([CH3:31])[CH3:32])=[CH:16][CH:15]=[CH:14][CH:13]=2 |f:0.1.2|. Reported procedure: A solution of Na2S2O4 (10.3 g, 50.4 mmol) in water (40 mL) was added to a solution of tert-butyl 2-[(2-chloro-3-nitroquinolin-4-yl)amino]ethylcarbamate (3.70 g, 10.1 mmol). A white solid precipitated immediately and after 30 min the precipitate was removed by filtration. The filtrate was concentrated under reduced pressure, was diluted with saturated aqueous sodium bicarbonate, and was extracted with dichloromethane three times. The combined organic layers were washed with brine, dried over magn... The reactants are CC(=Cc1csc(C)n1)C(CCO[Si](C)(C)C(C)(C)C)O[Si](C)(C)C(C)(C)C, O=C([O-])O, CCOCC, CC#N, F, [Na+], O. Product: CC(=Cc1csc(C)n1)C(CCO)O[Si](C)(C)C(C)(C)C. RXN SMILES: [C:2]([Si:3]([CH3:4])([CH3:5])[O:7][CH2:8][CH2:9][CH:10]([C:11](=[CH:12][c:13]1[n:14][c:15]([CH3:18])[s:16][cH:17]1)[CH3:19])[O:20][Si:21]([CH3:22])([CH3:23])[C:24]([CH3:25])([CH3:26])[CH3:27])([CH3:6])([CH3:28])[CH3:29].[C:30](=[O:31])([OH:32])[O-:33].[CH3:36][CH2:37][O:38][CH2:39][CH3:40].[CH3:41][C:42]#[N:43].[FH:1].[Na+:34].[OH2:35]>>[OH:7][CH2:8][CH2:9][CH:10]([C:11](=[CH:12][c:13]1[n:14][c:15]([CH3:18])[s:16][cH:17]1)[CH3:19])[O:20][Si:21]([CH3:22])([CH3:23])[C:24]([CH3:25])([CH3:26])[CH3:27]. The reactants are CC1=C(C(=CC=C1)C)NC(=O)NC(NC)=N (1-(2',6'-dimethylphenyl)-3-methylamidinourea), C(C)#N (acetonitrile). Solvent: CN(C)C=O.CC(=O)N(C)C (DMF DMA). Reaction conditions: temperature 105 celsius. The product is CC1=C(C(=CC=C1)C)N1C(N=C(N=C1)NC)=O (1-(2',6'-dimethylphenyl)-4-methylamino-1,2-dihydro-1,3,5-triazin-2-one). As a reaction SMILES: [CH3:1][C:2]1[CH:7]=[CH:6][CH:5]=[C:4]([CH3:8])[C:3]=1[NH:9][C:10]([NH:12][C:13](=[NH:16])[NH:14][CH3:15])=[O:11].[C:17](#N)C>CN(C=O)C.CC(N(C)C)=O>[CH3:8][C:4]1[CH:5]=[CH:6][CH:7]=[C:2]([CH3:1])[C:3]=1[N:9]1[CH:15]=[N:14][C:13]([NH:16][CH3:17])=[N:12][C:10]1=[O:11] |f:2.3|. Reported procedure: About 200 mg. of 1-(2',6'-dimethylphenyl)-3-methylamidinourea is introduced into a gas chromatograph hypo vial and dissolved in 1 ml. of acetonitrile. To the solution is added 0.2 ml. of DMF DMA reagent. The vial is sealed with crimper and heated at 105° C. for 15 minutes in an oven. Seven vials are made. The contents of the vials are then put into a long-neck round bottom flask and evaporated to dryness by a flask evaporator. The solid mass is dissolved in a mixture of 30 ml. of CH Cl3 and 20 m... Reactants: C(=O)(O)[O-].[Na+] (NaHCO3), C(CC)(=O)Cl (propionyl chloride), C(C)(C)(C)OC(=O)N1C[C@H](CC1)NC=1C2=C(N=CN1)CCN(C2)C=2C=NC(=C(C2)C(F)(F)F)OC ((S)-3-[6-(6-methoxy-5-trifluoromethyl-pyridin-3-yl)-5,6,7,8-tetrahydro-pyrido[4,3-d]pyrimidin-4-ylamino]-pyrrolidine-1-carboxylic acid tert-butyl ester), C(C)(C)(C)OC(=O)N1C[C@H](CC1)NC=1C2=C(N=CN1)CCN(C2)C=2C=NC(=C(C2)C(F)(F)F)OC ((S)-3-[6-(6-methoxy-5-trifluoromethyl-pyridin-3-yl)-5,6,7,8-tetrahydro-pyrido[4,3-d]pyrimidin-4-ylamino]-pyrrolidine-1-carboxylic acid tert-butyl ester), C(=O)(C(F)(F)F)O (TFA), C(CC)(=O)Cl (propionyl chloride). Run in CCOC(=O)C (EtOAc), C(Cl)Cl (CH2Cl2), C(Cl)Cl (CH2Cl2), CCOC(=O)C (EtOAc), C(Cl)Cl (CH2Cl2). Run at time 1 hour. Product: COC1=C(C=C(C=N1)N1CC2=C(N=CN=C2N[C@@H]2CN(CC2)C(CC)=O)CC1)C(F)(F)F (1-{(S)-3-[6-(6-methoxy-5-trifluoromethyl-pyridin-3-yl)-5,6,7,8-tetrahydro-pyrido[4,3-d]pyrimidin-4-ylamino]-pyrrolidin-1-yl}-propan-1-one). Isolated yield 76.0%. As a reaction SMILES: C(O[C:6]([N:8]1[CH2:12][CH2:11][C@H:10]([NH:13][C:14]2[C:15]3[CH2:23][N:22]([C:24]4[CH:25]=[N:26][C:27]([O:34][CH3:35])=[C:28]([C:30]([F:33])([F:32])[F:31])[CH:29]=4)[CH2:21][CH2:20][C:16]=3[N:17]=[CH:18][N:19]=2)[CH2:9]1)=[O:7])(C)(C)C.[C:36](O)([C:38](F)(F)F)=O.C([O-])(O)=O.[Na+].C(Cl)(=O)CC>C(Cl)Cl.CCOC(C)=O>[CH3:35][O:34][C:27]1[N:26]=[CH:25][C:24]([N:22]2[CH2:21][CH2:20][C:16]3[N:17]=[CH:18][N:19]=[C:14]([NH:13][C@H:10]4[CH2:11][CH2:12][N:8]([C:6](=[O:7])[CH2:36][CH3:38])[CH2:9]4)[C:15]=3[CH2:23]2)=[CH:29][C:28]=1[C:30]([F:33])([F:31])[F:32] |f:2.3|. Reported procedure: To a solution of (S)-3-[6-(6-methoxy-5-trifluoromethyl-pyridin-3-yl)-5,6,7,8-tetrahydro-pyrido[4,3-d]pyrimidin-4-ylamino]-pyrrolidine-1-carboxylic acid tert-butyl ester (intermediate 24) (13.4 g, 27.1 mmol) in CH2Cl2 (100 mL), was added TFA (41.8 mL) and the mixture stirred at rt for 1 h. Concentrated in vacuo and partitioned between 2M NaOH(aq) (300 mL) and CH2Cl2 (200 mL). The organic phase was separated and the aqueous phase extracted with CH2Cl2 (2×200 mL). The organic phases were combined, ... Starting materials: BrC1C(NC2=C(C(=C1)C1=C(C=CC=C1)F)C=C(C=C2)Cl)=O (rac-3-bromo-7-chloro-5-(2-fluorophenyl)-1,3-dihydro-2H-1-benzazepin-2-one), [N-]=[N+]=[N-].[Na+] (sodium azide). Solvent: CC(=O)C (acetone), O (water), O (water), O (water). Reaction conditions: time 30 minute. Yields the product N(=[N+]=[N-])C1C(NC2=C(C(=C1)C1=C(C=CC=C1)F)C=C(C=C2)Cl)=O (rac-3-Azido-7-chloro-5-(2-fluorophenyl)-1,3-dihydro-2H-1-benzazepin-2-one). Yield: 89.6%. RXN SMILES: Br[CH:2]1[CH:8]=[C:7]([C:9]2[CH:14]=[CH:13][CH:12]=[CH:11][C:10]=2[F:15])[C:6]2[CH:16]=[C:17]([Cl:20])[CH:18]=[CH:19][C:5]=2[NH:4][C:3]1=[O:21].[N-:22]=[N+:23]=[N-:24].[Na+]>CC(C)=O.O>[N:22]([CH:2]1[CH:8]=[C:7]([C:9]2[CH:14]=[CH:13][CH:12]=[CH:11][C:10]=2[F:15])[C:6]2[CH:16]=[C:17]([Cl:20])[CH:18]=[CH:19][C:5]=2[NH:4][C:3]1=[O:21])=[N+:23]=[N-:24] |f:1.2|. Reported procedure: A solution of rac-3-bromo-7-chloro-5-(2-fluorophenyl)-1,3-dihydro-2H-1-benzazepin-2-one (13.2 g, 36.0 mmole) in 180 ml acetone and 24 mL water was treated with a solution of sodium azide (3.51 g, 54.0 mmole) dissolved in 24 mL of water and stirred at ambient temperature. After 30 minutes, 500 mL of water was added. The precipitated product was collected and dried, yielding 10.6 g (89%) of the title compound as a solid.